This data is from the Open Reaction Database (ORD), a public repository of structured organic reaction records. The task is: describe an organic reaction: reactants, conditions, products, and yield The yield is 76.7%. Procedure: Sodium borohydride (200 mg) was added to a solution of 660 mg of m-(4-phenylbutoxy)benzaldehyde in 10 ml of methanol, and the mixture was stirred at room temperature for 2 hours. The reaction mixture was concentrated under reduced pressure, 5% hydrochloric acid was added to the residue, and the product was extracted with ethyl acetate. The ethyl acetate layer was washed with water, dried over anhydrous magnesium sulfate and concentrated under reduced pressure to give 510 mg of m-(4-phenylbutoxy)... The reactants are [BH4-].[Na+] (Sodium borohydride), C1(=CC=CC=C1)CCCCOC=1C=C(C=O)C=CC1 (m-(4-phenylbutoxy)benzaldehyde). Conditions: time 2 hour. Product: C1(=CC=CC=C1)CCCCOC=1C=C(CO)C=CC1 (m-(4-phenylbutoxy)benzyl alcohol). RXN SMILES: [BH4-].[Na+].[C:3]1([CH2:9][CH2:10][CH2:11][CH2:12][O:13][C:14]2[CH:15]=[C:16]([CH:19]=[CH:20][CH:21]=2)[CH:17]=[O:18])[CH:8]=[CH:7][CH:6]=[CH:5][CH:4]=1>CO>[C:3]1([CH2:9][CH2:10][CH2:11][CH2:12][O:13][C:14]2[CH:15]=[C:16]([CH:19]=[CH:20][CH:21]=2)[CH2:17][OH:18])[CH:4]=[CH:5][CH:6]=[CH:7][CH:8]=1 |f:0.1|. The solvent is CO (methanol). Starting materials: NC=1C=CC2=C(C(=NO2)C=2C=C(C(=CC2)OC)C)C1 (5-amino-3-(6-methoxy-m-tolyl)-1,2-benzisoxazole), CN(C=1OC(C=C(N1)C(F)(F)F)=O)C (2-dimethylamino-4-(trifluoromethyl)-6H-1,3-oxazin-6-one), C(C)(=O)O (acetic acid). Solvent: O (water). Yields the product COC1=CC=C(C=C1C)C1=NOC2=C1C=C(C=C2)N2C(NC(=CC2=O)C(F)(F)F)=O (3-[3-(6-Methoxy-m-tolyl)-1,2-benzisoxazol-5-yl]-6-(trifluoromethyl)-2,4(1H,3H)-pyrimidinedione). RXN SMILES: [NH2:1][C:2]1[CH:3]=[CH:4][C:5]2[O:9][N:8]=[C:7]([C:10]3[CH:11]=[C:12]([CH3:18])[C:13]([O:16][CH3:17])=[CH:14][CH:15]=3)[C:6]=2[CH:19]=1.CN(C)[C:22]1[O:23][C:24](=[O:32])[CH:25]=[C:26]([C:28]([F:31])([F:30])[F:29])[N:27]=1.C(O)(=O)C>O>[CH3:17][O:16][C:13]1[C:12]([CH3:18])=[CH:11][C:10]([C:7]2[C:6]3[CH:19]=[C:2]([N:1]4[C:24](=[O:32])[CH:25]=[C:26]([C:28]([F:31])([F:30])[F:29])[NH:27][C:22]4=[O:23])[CH:3]=[CH:4][C:5]=3[O:9][N:8]=2)=[CH:15][CH:14]=1. Reported procedure: A mixture of 5-amino-3-(6-methoxy-m-tolyl)-1,2-benzisoxazole (8.40 g, 0.033 mol), 2-dimethylamino-4-(trifluoromethyl)-6H-1,3-oxazin-6-one (7.60 g, 0.036 mol), and acetic acid is refluxed for three hours, cooled, poured onto ice, and diluted with water. The resultant aqueous mixture is filtered to obtain a solid. The solid is washed with water and dried to give the title product as a pink solid which is identified by NMR spectral analyses. Conditions: time 24 hour. The solvent is CC(=O)C (acetone). The product is CBr.S1C(=CC=C1)C(=C1CC2CCCCN2CC1)C=1SC=CC1 (2-(Dithien-2-ylmethylene)quinolizidine methyl bromide). Procedure: In 5 ml. of acetone was dissolved 0.5 g. of 2-(dithien-2-ylmethylene)quinolizidine. To the resulting solution was added 2.0 ml. of methyl bromide. The mixture was stirred at room temperature for 24 hrs. The formed crystals were taken out by filtration. By recrystallizing from ethanol, 0.49 g. of colorless crystals showing a melting point of 246°-248° C. (decomposed) were obtained. The reactants are S1C(=CC=C1)C(=C1CC2CCCCN2CC1)C=1SC=CC1 (2-(dithien-2-ylmethylene)quinolizidine), CBr (methyl bromide). Reaction SMILES: [S:1]1[CH:5]=[CH:4][CH:3]=[C:2]1[C:6]([C:17]1[S:18][CH:19]=[CH:20][CH:21]=1)=[C:7]1[CH2:16][CH2:15][N:14]2[CH:9]([CH2:10][CH2:11][CH2:12][CH2:13]2)[CH2:8]1.[CH3:22][Br:23]>CC(C)=O>[CH3:22][Br:23].[S:1]1[CH:5]=[CH:4][CH:3]=[C:2]1[C:6]([C:17]1[S:18][CH:19]=[CH:20][CH:21]=1)=[C:7]1[CH2:16][CH2:15][N:14]2[CH:9]([CH2:10][CH2:11][CH2:12][CH2:13]2)[CH2:8]1 |f:3.4|. The reactants are CC(=O)[O-], CO, Fc1cnc(N=C(c2ccccc2)c2ccccc2)nc1NCc1cc2cccc(Cl)c2nc1-c1ccccc1Cl, Cl, NO, [Na+]. Product: Nc1ncc(F)c(NCc2cc3cccc(Cl)c3nc2-c2ccccc2Cl)n1. As a reaction SMILES: [CH3:43][C:44](=[O:45])[O-:46].[CH3:50][OH:51].[Cl:1][c:2]1[cH:3][cH:4][cH:5][c:6]2[cH:7][c:8]([CH2:19][NH:20][c:21]3[n:22][c:23]([N:28]=[C:29]([c:30]4[cH:31][cH:32][cH:33][cH:34][cH:35]4)[c:36]4[cH:37][cH:38][cH:39][cH:40][cH:41]4)[n:24][cH:25][c:26]3[F:27])[c:9](-[c:12]3[c:13]([Cl:18])[cH:14][cH:15][cH:16][cH:17]3)[n:10][c:11]12.[ClH:47].[NH2:48][OH:49].[Na+:42]>>[Cl:1][c:2]1[cH:3][cH:4][cH:5][c:6]2[cH:7][c:8]([CH2:19][NH:20][c:21]3[n:22][c:23]([NH2:28])[n:24][cH:25][c:26]3[F:27])[c:9](-[c:12]3[c:13]([Cl:18])[cH:14][cH:15][cH:16][cH:17]3)[n:10][c:11]12.